Dataset: the Open Reaction Database (ORD), a public repository of structured organic reaction records. Task: describe an organic reaction: reactants, conditions, products, and yield The reactants are CCOC(=O)c1cc(-c2cccc(CCl)c2)c2c(c1)ncn2-c1ccccc1, CN1CCNCC1, CN(C)C=O. Yields the product CCOC(=O)c1cc(-c2cccc(CN3CCN(C)CC3)c2)c2c(c1)ncn2-c1ccccc1, Cl. RXN SMILES: [CH2:1]([CH3:2])[O:3][C:4](=[O:5])[c:6]1[cH:7][c:8]2[c:9]([n:10](-[c:13]3[cH:14][cH:15][cH:16][cH:17][cH:18]3)[cH:11][n:12]2)[c:19](-[c:21]2[cH:22][c:23]([CH2:27][Cl:28])[cH:24][cH:25][cH:26]2)[cH:20]1.[CH3:29][N:30]1[CH2:31][CH2:32][NH:33][CH2:34][CH2:35]1.[CH3:36][N:37]([CH3:38])[CH:39]=[O:40]>>[CH2:1]([CH3:2])[O:3][C:4](=[O:5])[c:6]1[cH:7][c:8]2[c:9]([n:10](-[c:13]3[cH:14][cH:15][cH:16][cH:17][cH:18]3)[cH:11][n:12]2)[c:19](-[c:21]2[cH:22][c:23]([CH2:27][N:33]3[CH2:32][CH2:31][N:30]([CH3:29])[CH2:35][CH2:34]3)[cH:24][cH:25][cH:26]2)[cH:20]1.[ClH:28]. Starting materials: O[Li].O (LiOH.H2O), C(CC(C)C)OC=1C=C(C(=O)OCCC(C)C)C=C(C1)[N+](=O)[O-] (iso-Pentyl 3-iso-pentyloxy-5-nitrobenzoate), Cl (HCl). Solvent: C1CCOC1 (THF), O (H2O), CO (methanol), C1CCOC1 (THF), CO (methanol). Reaction conditions: time 20 hour. The product is C(CC(C)C)OC=1C=C(C(=O)O)C=C(C1)[N+](=O)[O-] (3-iso-Pentyloxy-5-nitrobenzoic acid). Isolated yield 96.2%. As a reaction SMILES: O[Li].O.[CH2:4]([O:9][C:10]1[CH:11]=[C:12]([CH:21]=[C:22]([N+:24]([O-:26])=[O:25])[CH:23]=1)[C:13]([O:15]CCC(C)C)=[O:14])[CH2:5][CH:6]([CH3:8])[CH3:7].Cl>O.CO.C1COCC1>[CH2:4]([O:9][C:10]1[CH:11]=[C:12]([CH:21]=[C:22]([N+:24]([O-:26])=[O:25])[CH:23]=1)[C:13]([OH:15])=[O:14])[CH2:5][CH:6]([CH3:8])[CH3:7] |f:0.1|. Procedure details: 4.05 g (96.6 mmol) LiOH.H2O were dissolved in a mixture of 100 mL H2O, 30 mL methanol and 40 mL THF. 5.2 g (16 mmol) 9 were added and it was stirred at r.t. for 20 h, during this time turning into a yellow, homogeneous solution. Most of the THF and methanol were taken off by rotovapping, the remaining solution was acidified with 2 N HCl and extracted with ethyl acetate three times. The combined organic layers were washed with brine, dried with MgSO4 and put under vacuum, yielding 3.9 g (96%) of ... The reactants are ClC=1C=C(C[C@H]2[C@H](CC3=CC=CC=C23)N(C(=O)OC(C)(C)C)C)C=CC1Cl ((±) cis-1-(3,4-dichlorobenzyl)-2-(N-methyl-N-tert-butoxycarbonyl-amino)indane), FC(C(=O)O)(F)F (trifluoroacetic acid), C(=O)(O)[O-].[Na+] (NaHCO3). Run in ClCCl (dichloromethane). Reaction conditions: time 2 hour. Product: ClC=1C=C(C[C@H]2[C@H](CC3=CC=CC=C23)NC)C=CC1Cl ((±)cis-1-(3,4-Dichlorobenzyl)-2-methylaminoindane). The yield is 76.4%. Reaction SMILES: [Cl:1][C:2]1[CH:3]=[C:4]([CH:24]=[CH:25][C:26]=1[Cl:27])[CH2:5][C@@H:6]1[C:14]2[C:9](=[CH:10][CH:11]=[CH:12][CH:13]=2)[CH2:8][C@@H:7]1[N:15](C)[C:16](OC(C)(C)C)=O.FC(F)(F)C(O)=O.C([O-])(O)=O.[Na+]>ClCCl>[Cl:1][C:2]1[CH:3]=[C:4]([CH:24]=[CH:25][C:26]=1[Cl:27])[CH2:5][C@@H:6]1[C:14]2[C:9](=[CH:10][CH:11]=[CH:12][CH:13]=2)[CH2:8][C@@H:7]1[NH:15][CH3:16] |f:2.3|. Procedure: To a solution of (±) cis-1-(3,4-dichlorobenzyl)-2-(N-methyl-N-tert-butoxycarbonyl-amino)indane (1.016 g, 2.5 mmol) in dichloromethane (20 ml) at 0° C. was added trifluoroacetic acid (4 ml) dropwise. The solution was then stirred at room temperature for 2 h, poured into saturated aqueous NaHCO3 (150 ml) and extracted with dichloromethane (3×30 ml). The combined organic phases were dried over sodium sulfate, and concentrated in vacuo. The residue was subjected to column chromatography on silica el... The reactants are C(C)S.C(C)SC=CC(OC1=CC=CC=C1)=NC1=CC=CC=C1 (Phenyl 3-ethylthio-N-phenylacrylimidate Ethanethiol), CN(C)C=O (DMF), [H-].[Na+] (sodium hydride), O(C1=CC=CC=C1)C=CC(OC1=CC=CC=C1)=NC1=CC=CC=C1 (Phenyl 3-phenoxy-N-phenylacrylimidate), CN(C)C=O (DMF), thiolate. The solvent is C(C)(=O)OCC (Ethyl acetate). Run at time 30 minute. Yields the product C(C)SC=CC(OC1=CC=CC=C1)=NC1=CC=CC=C1 (phenyl 3-ethylthio-N-phenylacrylimidate). Reaction SMILES: C(S)C.[CH2:4]([S:6][CH:7]=[CH:8][C:9](=[N:17][C:18]1[CH:23]=[CH:22][CH:21]=[CH:20][CH:19]=1)[O:10][C:11]1[CH:16]=[CH:15][CH:14]=[CH:13][CH:12]=1)[CH3:5].CN(C=O)C.[H-].[Na+].O(C=CC(=NC1C=CC=CC=1)OC1C=CC=CC=1)C1C=CC=CC=1>C(OCC)(=O)C>[CH2:4]([S:6][CH:7]=[CH:8][C:9](=[N:17][C:18]1[CH:19]=[CH:20][CH:21]=[CH:22][CH:23]=1)[O:10][C:11]1[CH:12]=[CH:13][CH:14]=[CH:15][CH:16]=1)[CH3:5] |f:0.1,3.4|. Reported procedure: Phenyl 3-ethylthio-N-phenylacrylimidate Ethanethiol (0.11 ml) was dissolved to DMF (3 ml), and sodium hydride (60% in oil: 60 mg) was added under ice-cooling, and stirred for 30 minutes at the same temperature. Phenyl 3-phenoxy-N-phenylacrylimidate (0.30 g) was dissolved to DMF (2 ml), and the obtained solution was added to the above mentioned thiolate solution under ice-cooling, and stirred for two hours at the same temperature and for two hours at room temperature. Ethyl acetate (100 ml) was a... The reactants are C[Li] (CH3Li), C1(CCCCC1)[C@@](C(=O)O)(O)C1=CC=CC=C1 ((R)-cyclohexylmandelic acid), C(C)(=O)O (acetic acid), O (water). The solvent is CCOCC (ether), C1CCOC1 (THF), C1CCOC1 (THF). Conditions: time 3.5 hour. Yields the product C1(CCCCC1)[C@](C(C)=O)(C1=CC=CC=C1)O ((R)-1-Cyclohexyl-1-hydroxy-1-phenyl-2-propanone). As a reaction SMILES: C[Li].[CH:3]1([C@:9]([C:14]2[CH:19]=[CH:18][CH:17]=[CH:16][CH:15]=2)([OH:13])[C:10]([OH:12])=O)[CH2:8][CH2:7][CH2:6][CH2:5][CH2:4]1.[C:20](O)(=O)C.O>CCOCC.C1COCC1>[CH:3]1([C@@:9]([OH:13])([C:14]2[CH:19]=[CH:18][CH:17]=[CH:16][CH:15]=2)[C:10](=[O:12])[CH3:20])[CH2:4][CH2:5][CH2:6][CH2:7][CH2:8]1. Procedure: To a mixture of 315 ml of 1.4M CH3Li (0.44 mole) in ether and 750 ml of THF at room temperature was added a solution of 26 g (0.11 mole) of (R)-cyclohexylmandelic acid, prepared by the method of R. B. Barlow, F. M. Franks, and J. D. M. Pearson, J. Med. Chem., 16, 439 (1973), in THF. Following the addition, the mixture was stirred at room temperature for 3.5 hours and then brought to reflux for 3 hours. The mixture was cooled and then added dropwise to a mixture of 300 ml of glacial acetic acid a... Reactants: BrC1=CC=CC=2CN(CCOC21)C(=O)OC(C)(C)C (tert-butyl 9-bromo-2,3-dihydro-1,4-benzoxazepine-4(5H)-carboxylate), CC1=NOC(=C1B(O)O)C (3,5-dimethylisoxazol-4-ylboronic acid), C(C)O (ethanol), C([O-])([O-])=O.[Na+].[Na+] (sodium carbonate). The reagents and catalysts are C=1C=CC(=CC1)[P](C=2C=CC=CC2)(C=3C=CC=CC3)[Pd]([P](C=4C=CC=CC4)(C=5C=CC=CC5)C=6C=CC=CC6)([P](C=7C=CC=CC7)(C=8C=CC=CC8)C=9C=CC=CC9)[P](C=1C=CC=CC1)(C=1C=CC=CC1)C=1C=CC=CC1 (tetrakis(triphenylphosphine)palladium(0)). Solvent: C1(=CC=CC=C1)C (toluene), O (water). Conditions: temperature 95 celsius, time 12 hour. Yields the product CC1=NOC(=C1C1=CC=CC=2CN(CCOC21)C(=O)OC(C)(C)C)C (tert-butyl 9-(3,5-dimethylisoxazol-4-yl)-2,3-dihydro-1,4-benzoxazepine-4(5H)-carboxylate). The yield is 57.6%. Reaction SMILES: Br[C:2]1[C:12]2[O:11][CH2:10][CH2:9][N:8]([C:13]([O:15][C:16]([CH3:19])([CH3:18])[CH3:17])=[O:14])[CH2:7][C:6]=2[CH:5]=[CH:4][CH:3]=1.[CH3:20][C:21]1[C:25](B(O)O)=[C:24]([CH3:29])[O:23][N:22]=1.C(O)C.C(=O)([O-])[O-].[Na+].[Na+]>C1(C)C=CC=CC=1.C1C=CC([P]([Pd]([P](C2C=CC=CC=2)(C2C=CC=CC=2)C2C=CC=CC=2)([P](C2C=CC=CC=2)(C2C=CC=CC=2)C2C=CC=CC=2)[P](C2C=CC=CC=2)(C2C=CC=CC=2)C2C=CC=CC=2)(C2C=CC=CC=2)C2C=CC=CC=2)=CC=1.O>[CH3:20][C:21]1[C:25]([C:2]2[C:12]3[O:11][CH2:10][CH2:9][N:8]([C:13]([O:15][C:16]([CH3:19])([CH3:18])[CH3:17])=[O:14])[CH2:7][C:6]=3[CH:5]=[CH:4][CH:3]=2)=[C:24]([CH3:29])[O:23][N:22]=1 |f:3.4.5,^1:49,51,70,89|. Procedure details: A mixture of tert-butyl 9-bromo-2,3-dihydro-1,4-benzoxazepine-4(5H)-carboxylate (200 mg, 0.605 mmol), 3,5-dimethylisoxazol-4-ylboronic acid (129 mg, 0.912 mmol), ethanol (0.7 ml), 2N aqueous sodium carbonate solution (2.5 ml), and tetrakis(triphenylphosphine)palladium(0) (84.0 mg, 0.0730 mmol) in toluene (5 ml) was stirred under a nitrogen atmosphere at 95° C. for 12 hr. The reaction mixture was poured into water, and the mixture was extracted with ethyl acetate. The extract was washed with wate... Reactants: O1CCOC12CC(CC2)CC(C2=CC=C(C=C2)S(=O)(=O)C)C2=CC=1C(=NC=CC1)N2 (2-[2-(1,4-dioxa-spiro[4.4]non-7-yl)-1-(4-methanesulfonyl-phenyl)-ethyl]-1H-pyrrolo[2,3-b]pyridine). Run in O1CCCC1 (tetrahydrofuran), Cl (hydrochloric acid), C(C)(=O)OCC (ethyl acetate). Run at temperature 25 celsius, time 5 hour. Yields the product CS(=O)(=O)C1=CC=C(C=C1)C(CC1CC(CC1)=O)C1=CC=2C(=NC=CC2)N1 (3-[2-(4-methanesulfonyl-phenyl)-2-(1H-pyrrolo[2,3-b]pyridin-2-yl)-ethyl]-cyclopentanone). The yield is 18.9%. As a reaction SMILES: O1[C:5]2([CH2:9][CH2:8][CH:7]([CH2:10][CH:11]([C:22]3[NH:30][C:25]4=[N:26][CH:27]=[CH:28][CH:29]=[C:24]4[CH:23]=3)[C:12]3[CH:17]=[CH:16][C:15]([S:18]([CH3:21])(=[O:20])=[O:19])=[CH:14][CH:13]=3)[CH2:6]2)[O:4]CC1>O1CCCC1.Cl.C(OCC)(=O)C>[CH3:21][S:18]([C:15]1[CH:14]=[CH:13][C:12]([CH:11]([C:22]2[NH:30][C:25]3=[N:26][CH:27]=[CH:28][CH:29]=[C:24]3[CH:23]=2)[CH2:10][CH:7]2[CH2:8][CH2:9][C:5](=[O:4])[CH2:6]2)=[CH:17][CH:16]=1)(=[O:19])=[O:20]. Procedure details: A mixture of 2-[2-(1,4-dioxa-spiro[4.4]non-7-yl)-1-(4-methanesulfonyl-phenyl)-ethyl]-1H-pyrrolo[2,3-b]pyridine (80 mg, 0.18 mmol) in tetrahydrofuran (12 mL) and aqueous hydrochloric acid solution (2 N, 6 mL) was stirred at 25° C. for 5 h. The mixture was diluted with ethyl acetate (50 mL), washed with a saturated aqueous sodium bicarbonate solution (2×20 mL), brine, dried over anhydrous sodium sulfate and then concentrated in vacuo. Purification by flash silica gel chromatography (silica gel fro... Reactants: COc1ccc(-c2nc(SC(C)CO)[nH]c2-c2ccc(OC)cc2)cc1, ClC(Cl)Cl, O=C(OO)c1cccc(Cl)c1. Product: COc1ccc(-c2nc(S(=O)C(C)CO)[nH]c2-c2ccc(OC)cc2)cc1. RXN SMILES: [CH3:12][O:13][c:14]1[cH:15][cH:16][c:17](-[c:20]2[n:21][c:22]([S:33][CH:34]([CH2:35][OH:36])[CH3:37])[nH:23][c:24]2-[c:25]2[cH:26][cH:27][c:28]([O:31][CH3:32])[cH:29][cH:30]2)[cH:18][cH:19]1.[CH:38]([Cl:39])([Cl:40])[Cl:41].[OH:1][O:2][C:3]([c:4]1[cH:5][c:6]([Cl:7])[cH:8][cH:9][cH:10]1)=[O:11]>>[O:1]=[S:33]([c:22]1[n:21][c:20](-[c:17]2[cH:16][cH:15][c:14]([O:13][CH3:12])[cH:19][cH:18]2)[c:24](-[c:25]2[cH:26][cH:27][c:28]([O:31][CH3:32])[cH:29][cH:30]2)[nH:23]1)[CH:34]([CH2:35][OH:36])[CH3:37].